Dataset: the Open Reaction Database (ORD), a public repository of structured organic reaction records. Task: describe an organic reaction: reactants, conditions, products, and yield Reactants: CC(C)(C)P(c1ccccc1-c1ccccc1)C(C)(C)C, CCOC(=O)C(C)(C)Oc1ccc(OCCc2nc(-c3ccc(Br)cc3)oc2C)cc1, Cc1ccccc1, CCOCC, [K+], [K+], [K+], CC(=O)[O-], CC(=O)[O-], Oc1ccccc1, O=P([O-])([O-])[O-], [Pd+2]. Product: CCOC(=O)C(C)(C)Oc1ccc(OCCc2nc(-c3ccc(Oc4ccccc4)cc3)oc2C)cc1. As a reaction SMILES: [C:40]([P:41]([C:42]([CH3:43])([CH3:44])[CH3:45])[c:46]1[cH:47][cH:48][cH:49][cH:50][c:51]1-[c:52]1[cH:53][cH:54][cH:55][cH:56][cH:57]1)([CH3:58])([CH3:59])[CH3:60].[CH2:1]([CH3:2])[O:3][C:4]([C:5]([CH3:6])([CH3:7])[O:8][c:9]1[cH:10][cH:11][c:12]([O:15][CH2:16][CH2:17][c:18]2[n:19][c:20](-[c:24]3[cH:25][cH:26][c:27]([Br:30])[cH:28][cH:29]3)[o:21][c:22]2[CH3:23])[cH:13][cH:14]1)=[O:31].[CH3:68][c:69]1[cH:70][cH:71][cH:72][cH:73][cH:74]1.[CH3:75][CH2:76][O:77][CH2:78][CH3:79].[K+:37].[K+:38].[K+:39].[O-:81][C:82]([CH3:83])=[O:84].[O-:85][C:86]([CH3:87])=[O:88].[OH:61][c:62]1[cH:63][cH:64][cH:65][cH:66][cH:67]1.[P:32]([O-:33])([O-:34])([O-:35])=[O:36].[Pd+2:80]>>[CH2:1]([CH3:2])[O:3][C:4]([C:5]([CH3:6])([CH3:7])[O:8][c:9]1[cH:10][cH:11][c:12]([O:15][CH2:16][CH2:17][c:18]2[n:19][c:20](-[c:24]3[cH:25][cH:26][c:27]([O:61][c:62]4[cH:63][cH:64][cH:65][cH:66][cH:67]4)[cH:28][cH:29]3)[o:21][c:22]2[CH3:23])[cH:13][cH:14]1)=[O:31]. Reactants: Br, COC(=O)c1ccc(C#N)c(N)c1, CC(=O)O, Br[Cu]Br, O=N[O-], [Na+], O=S(=O)(O)O. Product: COC(=O)c1ccc(C#N)c(Br)c1. RXN SMILES: [BrH:18].[CH3:1][O:2][C:3]([c:4]1[cH:5][c:6]([NH2:12])[c:7]([C:10]#[N:11])[cH:8][cH:9]1)=[O:13].[CH3:24][C:25](=[O:26])[OH:27].[Cu:28]([Br:29])[Br:30].[N:14]([O-:15])=[O:16].[Na+:17].[S:19](=[O:20])(=[O:21])([OH:22])[OH:23]>>[CH3:1][O:2][C:3]([c:4]1[cH:5][c:6]([Br:18])[c:7]([C:10]#[N:11])[cH:8][cH:9]1)=[O:13]. Starting materials: [O-]S(=O)[O-].[Na+].[Na+] (Na2SO3), BrC1=CSC2=C1C(NC=C2)=O (3-Bromo-5H-thieno[3,2-c]pyridin-4-one), C1CC(=O)N(C1=O)I (NIS), C1CCOC1 (THF). The solvent is C(C)(=O)OCC (ethyl acetate), CN(C)C=O (DMF). Yields the product BrC1=CSC2=C1C(NC=C2I)=O (3-bromo-7-iodo-5H-thieno[3,2-c]pyridin-4-one). RXN SMILES: [Br:1][C:2]1[C:6]2[C:7](=[O:11])[NH:8][CH:9]=[CH:10][C:5]=2[S:4][CH:3]=1.C1C(=O)N([I:19])C(=O)C1.C1COCC1.[O-]S([O-])=O.[Na+].[Na+]>CN(C=O)C.C(OCC)(=O)C>[Br:1][C:2]1[C:6]2[C:7](=[O:11])[NH:8][CH:9]=[C:10]([I:19])[C:5]=2[S:4][CH:3]=1 |f:3.4.5|. Procedure: The mixture of compound 10 (see Example 4(c)) (1.9 g, 8.3 mmol) and N-iodosuccimide (NIS, 2.2 g, 49.9 mmol) in DMF (25 ml) and THF (20 ml) was stirred for 5 hours at 40° C. The reaction mixture was poured into 10% Na2SO3 and ethyl acetate. The insoluble product was collected by filtration, washed with ethyl acetate and dried under reduced pressure to give 3-bromo-7-iodo-5H-thieno[3,2-c]pyridin-4-one (990 mg). The filtrate was collected, dried over Na2SO4, filtered and concentrated in vacuo. The ... Reactants: NC1=CC=C(C=N1)N1CC2(CN(C2)C(=O)OC(C)(C)C)C1 (tert-butyl 6-(6-aminopyridin-3-yl)-2,6-diazaspiro[3.3]heptane-2-carboxylate), BrC=1C(N(N=C(C1)Cl)C)=O (4-bromo-6-chloro-2-methylpyridazin-3(2H)-one), CC1(C2=C(C(=CC=C2)P(C3=CC=CC=C3)C4=CC=CC=C4)OC5=C(C=CC=C51)P(C6=CC=CC=C6)C7=CC=CC=C7)C (xantphos), C(=O)([O-])[O-].[Cs+].[Cs+] (Cs2CO3). Reagents/catalysts: C=1C=CC(=CC1)/C=C/C(=O)/C=C/C2=CC=CC=C2.C=1C=CC(=CC1)/C=C/C(=O)/C=C/C2=CC=CC=C2.C=1C=CC(=CC1)/C=C/C(=O)/C=C/C2=CC=CC=C2.[Pd].[Pd] (Pd2(dba)3). Solvent: C(Cl)Cl (DCM), [O-]S(=O)(=O)[O-].[Na+].[Na+] (Na2SO4), O1CCOCC1 (dioxane). Reaction conditions: temperature 100 celsius, time 20 hour. Yields the product C(C)(C)(C)OC(=O)N1CC2(C1)CN(C2)C=2C=NC(=CC2)NC=2C(N(N=C(C2)Cl)C)=O (6-[6-(6-Chloro-2-methyl-3-oxo-2,3-dihydro-pyridazin-4-ylamino)-pyridin-3-yl]-2,6-diaza-spiro[3.3]heptane-2-carboxylic acid tert-butyl ester). Isolated yield 24.6%. Reaction SMILES: [NH2:1][C:2]1[N:7]=[CH:6][C:5]([N:8]2[CH2:21][C:10]3([CH2:13][N:12]([C:14]([O:16][C:17]([CH3:20])([CH3:19])[CH3:18])=[O:15])[CH2:11]3)[CH2:9]2)=[CH:4][CH:3]=1.Br[C:23]1[C:24](=[O:31])[N:25]([CH3:30])[N:26]=[C:27]([Cl:29])[CH:28]=1.CC1(C)C2C(=C(P(C3C=CC=CC=3)C3C=CC=CC=3)C=CC=2)OC2C(P(C3C=CC=CC=3)C3C=CC=CC=3)=CC=CC1=2.C([O-])([O-])=O.[Cs+].[Cs+]>C(Cl)Cl.[O-]S([O-])(=O)=O.[Na+].[Na+].C1C=CC(/C=C/C(/C=C/C2C=CC=CC=2)=O)=CC=1.C1C=CC(/C=C/C(/C=C/C2C=CC=CC=2)=O)=CC=1.C1C=CC(/C=C/C(/C=C/C2C=CC=CC=2)=O)=CC=1.[Pd].[Pd].O1CCOCC1>[C:17]([O:16][C:14]([N:12]1[CH2:13][C:10]2([CH2:9][N:8]([C:5]3[CH:6]=[N:7][C:2]([NH:1][C:23]4[C:24](=[O:31])[N:25]([CH3:30])[N:26]=[C:27]([Cl:29])[CH:28]=4)=[CH:3][CH:4]=3)[CH2:21]2)[CH2:11]1)=[O:15])([CH3:18])([CH3:20])[CH3:19] |f:3.4.5,7.8.9,10.11.12.13.14|. Procedure: In a 250 mL round-bottomed flask, tert-butyl 6-(6-aminopyridin-3-yl)-2,6-diazaspiro[3.3]heptane-2-carboxylate (870 mg, 3.00 mmol), 4-bromo-6-chloro-2-methylpyridazin-3(2H)-one (670 mg, 3.00 mmol), xantphos (260 mg, 449 μmol), Cs2CO3 (2.93 g, 8.99 mmol) and Pd2(dba)3 (137 mg, 150 μmol) were combined with dioxane (25.0 ml) to give a dark brown solution. The reaction mixture was heated to 100° C. under argon and stirred for 20 h. The reaction was cooled to 25° C., diluted with DCM, and Na2SO4 was a... Starting materials: 264 A1, NC=1C(=CC=CC1)S(=O)(=O)O (aniline-2-sulfonic acid), C=C (ethylene). The reagents and catalysts are [Pd] (palladium). Yields the product C=CC=1C(=CC=CC1)S(=O)(=O)O (styrene-2-sulfonic acid). The yield is 87.0%. RXN SMILES: N[C:2]1[C:3]([S:8]([OH:11])(=[O:10])=[O:9])=[CH:4][CH:5]=[CH:6][CH:7]=1.[CH2:12]=[CH2:13]>[Pd]>[CH2:12]=[CH:13][C:2]1[C:3]([S:8]([OH:11])(=[O:10])=[O:9])=[CH:4][CH:5]=[CH:6][CH:7]=1. Procedure details: Although the use of supported palladium catalysts is mentioned in EP-A 0 508 264 A1 page 4, lines 2 to 3, it is only referred to in one case, namely in the reaction of aniline-2-sulfonic acid with ethylene to give styrene-2-sulfonic acid (Example 6). However, as a comparison with Example 4 carried out using Pd(OAc)2 shows, the yield decreases significantly when a palladium-containing supported catalyst (10% Pd on charcoal) is used (Example 4: 87% yield; Example 7: 74% yield). In both examples, t... Starting materials: solution, C(CCC)[Li] (butyllithium), S(=O)(=O)(C1=CC=C(C)C=C1)N1CC=2C(C1)=CSC2 (5-tosyl-5,6-dihydro-4H-thieno[3,4-c]pyrrole), IC (iodomethane), O (water). The solvent is CCCCCC (hexane), O1CCCC1 (tetrahydrofuran). Reaction conditions: time 15 minute. Product: CC=1SC=C2C1CN(C2)S(=O)(=O)C2=CC=C(C)C=C2 (1-Methyl-5-tosyl-5,6-dihydro-4H-thieno[3,4-c]pyrrole). Yield: 86.0%. As a reaction SMILES: [CH2:1]([Li])[CH2:2][CH2:3][CH3:4].[S:6]([N:16]1CC2=C[S:22][CH:23]=[C:18]2[CH2:17]1)([C:9]1[CH:15]=[CH:14][C:12]([CH3:13])=[CH:11][CH:10]=1)(=[O:8])=[O:7].IC.O>CCCCCC.O1CCCC1>[CH3:4][C:3]1[S:22][CH:23]=[C:18]2[CH2:17][N:16]([S:6]([C:9]3[CH:10]=[CH:11][C:12]([CH3:13])=[CH:14][CH:15]=3)(=[O:7])=[O:8])[CH2:1][C:2]=12. Procedure: 9.4 ml (15 mmol) of a 1.6M solution of butyllithium in hexane are added, at -70° C., to a solution of 3.5 g (12.5 mmol) of 5-tosyl-5,6-dihydro-4H-thieno[3,4-c]pyrrole in 40 ml of dry tetrahydrofuran; after 15 min, 1 ml (16 mmol) of iodomethane is added, the mixture is then stirred at room temperature for 30 min and poured into 200 ml of water. The precipitate formed is filtered and washed with hexane; after purification on silica gel using the 1/9 ethyl acetate/hexane eluent mixture, there are o... Starting materials: C(C)(=O)S[C@H]1C[C@H](N(C1)C(=O)OCC1=CC=C(C=C1)[N+](=O)[O-])COCCO ((2S,4S)-4-acetylthio-2-(2-hydroxy-ethyloxymethyl)-1-(4-nitrobenzyloxycarbonyl)pyrrolidine), ClS(=O)(=O)N=C=O (chlorosulfonyl isocyanate), O (Water). Run in C(C)#N (acetonitrile). Reaction conditions: time 1 hour. Yields the product C(C)(=O)S[C@H]1C[C@H](N(C1)C(=O)OCC1=CC=C(C=C1)[N+](=O)[O-])COCCOC(N)=O ((2S,4S)-4-acetylthio-2-(2-carbamoyloxyethyloxymethyl)-1-(4-nitrobenzyloxycarbonyl)pyrrolidine). Reaction SMILES: [C:1]([S:4][C@@H:5]1[CH2:9][N:8]([C:10]([O:12][CH2:13][C:14]2[CH:19]=[CH:18][C:17]([N+:20]([O-:22])=[O:21])=[CH:16][CH:15]=2)=[O:11])[C@H:7]([CH2:23][O:24][CH2:25][CH2:26][OH:27])[CH2:6]1)(=[O:3])[CH3:2].ClS([N:32]=[C:33]=[O:34])(=O)=O.O>C(#N)C>[C:1]([S:4][C@@H:5]1[CH2:9][N:8]([C:10]([O:12][CH2:13][C:14]2[CH:19]=[CH:18][C:17]([N+:20]([O-:22])=[O:21])=[CH:16][CH:15]=2)=[O:11])[C@H:7]([CH2:23][O:24][CH2:25][CH2:26][O:27][C:33](=[O:34])[NH2:32])[CH2:6]1)(=[O:3])[CH3:2]. Procedure: To a solution of (2S,4S)-4-acetylthio-2-(2-hydroxy-ethyloxymethyl)-1-(4-nitrobenzyloxycarbonyl)pyrrolidine (1.1 g) in acetonitrile (20 ml) was added chlorosulfonyl isocyanate(0.32 ml) at 0°-5° C. and the mixture was stirred at 20°-25° C. for 1 hour. Water (3 ml) was added to the solution at the same temperature and the mixture was stirred for 20 hours. After the solvent was evaporated, the residue was dissolved in ethyl acetate, washed with water, saturated sodium bicarbonate and brine successiv... Yield: 59.1%. Reactants: ON1C(C=2C(C1=O)=CC=CC2)=O (N-hydroxyphthalimide), O (water), C([O-])([O-])=O.[K+].[K+] (potassium carbonate), C(C=CC1=CC=CC=C1)Br (cinnamyl bromide). Run at temperature 120 celsius, time 5 hour. RXN SMILES: [OH:1][N:2]1[C:6](=[O:7])[C:5]2=[CH:8][CH:9]=[CH:10][CH:11]=[C:4]2[C:3]1=[O:12].C(=O)([O-])[O-].[K+].[K+].[CH2:19](Br)[CH:20]=[CH:21][C:22]1[CH:27]=[CH:26][CH:25]=[CH:24][CH:23]=1.O>CN(C=O)C>[CH2:19]([O:1][N:2]1[C:3](=[O:12])[C:4]2=[CH:11][CH:10]=[CH:9][CH:8]=[C:5]2[C:6]1=[O:7])[CH:20]=[CH:21][C:22]1[CH:27]=[CH:26][CH:25]=[CH:24][CH:23]=1 |f:1.2.3|. Procedure details: In 200 ml of DMF, 41.4 g of N-hydroxyphthalimide and 18 g of potassium carbonate were suspended. Fifty grams of cinnamyl bromide were added, followed by stirring at 120° C. for 5 hours. After completion of the reaction, the reaction mixture was cooled and then poured into about 500 ml of water. Crystals thus precipitated were collected by filtration, dried and then recrystallized from a mixed solvent of acetone and isopropyl ether, thereby obtaining 41.9 g of N-cinnamyloxyphthalimide. Yield: 59.... Product: C(C=CC1=CC=CC=C1)ON1C(C=2C(C1=O)=CC=CC2)=O (N-cinnamyloxyphthalimide). Solvent: CN(C)C=O (DMF). The reactants are COC1(C(CN(CC1)C1=C(C=C(C=C1)N1C(O[C@@H](C1)CN=[N+]=[N-])=O)F)F)OC ((S)-{3-[4-(4,4-dimethoxy-3-fluoropiperidin-1-yl)-3-fluorophenyl]-2-oxo-oxazolidin-5-ylmethyl}-azide), fused zinc chloride, CSC (dimethyl sulphide), C(C)(=O)Cl (acetyl chloride). Conditions: temperature 40 celsius, time 4 day. Product: O=C1C(CN(CC1)C1=C(C=C(C=C1)N1C(O[C@@H](C1)CN=[N+]=[N-])=O)F)F ((S)-{3-[4-(4-oxo-3-fluoropiperidin-1-yl)-3-fluorophenyl]-2-oxo-oxazolidin-5-ylmethyl}-azide). Yield: 69.0%. Reaction SMILES: C[O:2][C:3]1(OC)[CH2:8][CH2:7][N:6]([C:9]2[CH:14]=[CH:13][C:12]([N:15]3[CH2:19][C@@H:18]([CH2:20][N:21]=[N+:22]=[N-:23])[O:17][C:16]3=[O:24])=[CH:11][C:10]=2[F:25])[CH2:5][CH:4]1[F:26].CSC.C(Cl)(=O)C>>[O:2]=[C:3]1[CH2:8][CH2:7][N:6]([C:9]2[CH:14]=[CH:13][C:12]([N:15]3[CH2:19][C@@H:18]([CH2:20][N:21]=[N+:22]=[N-:23])[O:17][C:16]3=[O:24])=[CH:11][C:10]=2[F:25])[CH2:5][CH:4]1[F:26]. Procedure: To the mixture of (S)-{3-[4-(4,4-dimethoxy-3-fluoropiperidin-1-yl)-3-fluorophenyl]-2-oxo-oxazolidin-5-ylmethyl}-azide (0.5 mmol), freshly fused zinc chloride (1.5 mmol), dimethyl sulphide (2.5 mmol), acetyl chloride (1.5 mmol) in tetrahydrofuaran (50 ml) was stirred at 40° C. for 4 days. To this reaction mixture extracted with the ethyl acetate water mixture and organic layer was dried over sodium sulfate. The removal of the solvent afforded a residue, which was chromatographed over silica gel a...